This data is from the Open Reaction Database (ORD), a public repository of structured organic reaction records. The task is: describe an organic reaction: reactants, conditions, products, and yield Reactants: C1COCCN1, C=CCn1c(Cl)nc2c1c(=O)n(CCCC(F)(F)F)c(=O)n2CCCC(F)(F)F, C1CCOC1, c1ccc(P(c2ccccc2)(c2ccccc2)[Pd](P(c2ccccc2)(c2ccccc2)c2ccccc2)(P(c2ccccc2)(c2ccccc2)c2ccccc2)P(c2ccccc2)(c2ccccc2)c2ccccc2)cc1. The product is O=c1c2[nH]c(Cl)nc2n(CCCC(F)(F)F)c(=O)n1CCCC(F)(F)F. As a reaction SMILES: [CH2:30]1[NH:31][CH2:32][CH2:33][O:34][CH2:35]1.[Cl:1][c:2]1[n:3][c:4]2[n:5]([CH2:23][CH2:24][CH2:25][C:26]([F:27])([F:28])[F:29])[c:6](=[O:22])[n:7]([CH2:15][CH2:16][CH2:17][C:18]([F:19])([F:20])[F:21])[c:8](=[O:14])[c:9]2[n:10]1[CH2:11][CH:12]=[CH2:13].[O:36]1[CH2:37][CH2:38][CH2:39][CH2:40]1.[cH:41]1[cH:42][cH:43][c:44]([P:45]([Pd:46]([P:47]([c:48]2[cH:49][cH:50][cH:51][cH:52][cH:53]2)([c:54]2[cH:55][cH:56][cH:57][cH:58][cH:59]2)[c:60]2[cH:61][cH:62][cH:63][cH:64][cH:65]2)([P:66]([c:67]2[cH:68][cH:69][cH:70][cH:71][cH:72]2)([c:73]2[cH:74][cH:75][cH:76][cH:77][cH:78]2)[c:79]2[cH:80][cH:81][cH:82][cH:83][cH:84]2)[P:85]([c:86]2[cH:87][cH:88][cH:89][cH:90][cH:91]2)([c:92]2[cH:93][cH:94][cH:95][cH:96][cH:97]2)[c:98]2[cH:99][cH:100][cH:101][cH:102][cH:103]2)([c:104]2[cH:105][cH:106][cH:107][cH:108][cH:109]2)[c:110]2[cH:111][cH:112][cH:113][cH:114][cH:115]2)[cH:116][cH:117]1>>[Cl:1][c:2]1[n:3][c:4]2[n:5]([CH2:23][CH2:24][CH2:25][C:26]([F:27])([F:28])[F:29])[c:6](=[O:22])[n:7]([CH2:15][CH2:16][CH2:17][C:18]([F:19])([F:20])[F:21])[c:8](=[O:14])[c:9]2[nH:10]1. Starting materials: CC(C)(C)OC(=O)Nc1cc(F)c(C(F)(F)F)cc1[N+](=O)[O-], CNC, CS(C)=O. The product is CN(C)c1cc(NC(=O)OC(C)(C)C)c([N+](=O)[O-])cc1C(F)(F)F. As a reaction SMILES: [C:1]([CH3:2])([CH3:3])([CH3:4])[O:5][C:6]([NH:7][c:8]1[c:9]([N+:19](=[O:20])[O-:21])[cH:10][c:11]([C:15]([F:16])([F:17])[F:18])[c:12]([F:14])[cH:13]1)=[O:22].[CH3:23][NH:24][CH3:25].[CH3:26][S:27]([CH3:28])=[O:29]>>[C:1]([CH3:2])([CH3:3])([CH3:4])[O:5][C:6]([NH:7][c:8]1[c:9]([N+:19](=[O:20])[O-:21])[cH:10][c:11]([C:15]([F:16])([F:17])[F:18])[c:12]([N:24]([CH3:23])[CH3:25])[cH:13]1)=[O:22]. Starting materials: C[O-].[Na+] (sodium methoxide), CS (methyl mercaptan), [N+](=O)([O-])C1=C(CCl)C=CC=C1 (o-nitrobenzyl chloride). Solvent: CO (methanol), CO (methanol), O (water). Conditions: time 1 hour. The product is CSCC1=C(C=CC=C1)[N+](=O)[O-] (o-Methylthiomethylnitrobenzene). The yield is 120.4%. As a reaction SMILES: C[O-].[Na+].[CH3:4][SH:5].[N+:6]([C:9]1[CH:16]=[CH:15][CH:14]=[CH:13][C:10]=1[CH2:11]Cl)([O-:8])=[O:7]>CO.O>[CH3:4][S:5][CH2:11][C:10]1[CH:13]=[CH:14][CH:15]=[CH:16][C:9]=1[N+:6]([O-:8])=[O:7] |f:0.1|. Procedure: To a stirred solution of 10.8 g (0.2 mol) of sodium methoxide in 70 ml of methanol at room temperature was added dropwise 12 ml (10.8 g, 0.22 mol) of methyl mercaptan through a gas addition funnel connected to a dry-ice condenser. The resulting mixture was stirred at room temperature for 1 hour and then added dropwise to a stirred solution of 30.0 g (0.175 mole) of o-nitrobenzyl chloride in 120 ml of methanol over 1 hour, while the temperature rose to 40° C. The reaction mixture was then diluted... Starting materials: [N+](=O)([O-])C=1C=CC2=C(C(=C(C(O2)(C)C)CBr)N2C(C=CC=C2)=O)C1 (6-nitro-2,2-dimethyl-3-bromomethyl-4-(2-oxo-1,2-dihydropyridin-1-yl)-2H-1-benzopyran), CN (methylamine). Run in CO (methanol). Product: [N+](=O)([O-])C=1C=CC2=C(C(=C(C(O2)(C)C)CNC)N2C(C=CC=C2)=O)C1 (6-nitro-2,2-dimethyl-3-(methylamino)methyl-4-(2-oxo-1,2-dihydropyridin-1-yl)-2H-1-benzopyran). Yield: 71.5%. Reaction SMILES: [N+:1]([C:4]1[CH:5]=[CH:6][C:7]2[O:12][C:11]([CH3:14])([CH3:13])[C:10]([CH2:15]Br)=[C:9]([N:17]3[CH:22]=[CH:21][CH:20]=[CH:19][C:18]3=[O:23])[C:8]=2[CH:24]=1)([O-:3])=[O:2].[CH3:25][NH2:26]>CO>[N+:1]([C:4]1[CH:5]=[CH:6][C:7]2[O:12][C:11]([CH3:14])([CH3:13])[C:10]([CH2:15][NH:26][CH3:25])=[C:9]([N:17]3[CH:22]=[CH:21][CH:20]=[CH:19][C:18]3=[O:23])[C:8]=2[CH:24]=1)([O-:3])=[O:2]. Reported procedure: A solution of 6-nitro-2,2-dimethyl-3-bromomethyl-4-(2-oxo-1,2-dihydropyridin-1-yl)-2H-1-benzopyran (0.5 g, 1.27 mmol) and methylamine (40% in water, 1.1 ml, 1.397 mmol) in methanol (12 ml) was stirred at room temperature during four hours. The solvents were evaporated under reduced pressure, and water and ethyl acetate added to the residue. After stirring, the organic phase was separated and evaporated under reduced pressure. The residue was dissolved in diethyl ether and precipitated with penta... The reactants are COC([C@@H](N)C(C)C)=O ((±)-valine methyl ester), COC1=CC=C(C=C1)S(=O)(=O)Cl (4-methoxybenzenesulfonyl chloride). Yields the product COC([C@@H](NS(=O)(=O)C1=CC=C(C=C1)OC)C(C)C)=O ((±)-N-(4-Methoxybenzenesulfonyl)valine Methyl Ester). Isolated yield 90.0%. RXN SMILES: [CH3:1][O:2][C:3](=[O:9])[C@H:4]([CH:6]([CH3:8])[CH3:7])[NH2:5].[CH3:10][O:11][C:12]1[CH:17]=[CH:16][C:15]([S:18](Cl)(=[O:20])=[O:19])=[CH:14][CH:13]=1>>[CH3:1][O:2][C:3](=[O:9])[C@H:4]([CH:6]([CH3:8])[CH3:7])[NH:5][S:18]([C:15]1[CH:14]=[CH:13][C:12]([O:11][CH3:10])=[CH:17][CH:16]=1)(=[O:20])=[O:19]. Procedure details: In a similar manner to that in Example 1(2)-b, a reaction was carried out using (±)-valine methyl ester and 4-methoxybenzenesulfonyl chloride to afford the desired compound (yield 90%) as a white powder. The product is C[C@]12CC[C@@]3([C@@H]([C@H]2CC[C@@H]2[C@]4(CC=C(C([C@@H]4CC[C@@]12C)(C)C)C1=CC=C(C(=O)O)C=C1)C)[C@@H](CC3)C(=C)C)CNCCC3=NC=CC=C3 (4-((1R,3aS,5aR,5bR,7aR,11aS,11bR,13aR,13bR)-5a,5b,8,8,11a-pentamethyl-1-(prop-1-en-2-yl)-3a-((2-(pyridin-2-yl)ethylamino)methyl)-2,3,3a,4,5,5a,5b,6,7,7a,8,11,11a,11b,12,13,13a,13b-octadecahydro-1H-cyclopenta[a]chrysen-9-yl)benzoic acid). Isolated yield 74.0%. Reaction SMILES: [CH3:1][C@:2]12[C@@:19]3([CH3:20])[C@@H:10]([C@:11]4([CH3:36])[C@@H:16]([CH2:17][CH2:18]3)[C:15]([CH3:22])([CH3:21])[C:14]([C:23]3[CH:35]=[CH:34][C:26]([C:27]([O:29]C(C)(C)C)=[O:28])=[CH:25][CH:24]=3)=[CH:13][CH2:12]4)[CH2:9][CH2:8][C@@H:7]1[C@H:6]1[C@H:37]([C:40]([CH3:42])=[CH2:41])[CH2:38][CH2:39][C@:5]1([CH2:43][NH:44][CH2:45][CH2:46][C:47]1[CH:52]=[CH:51][CH:50]=[CH:49][N:48]=1)[CH2:4][CH2:3]2.C(O)(C(F)(F)F)=O>C(Cl)Cl>[CH3:1][C@:2]12[C@@:19]3([CH3:20])[C@@H:10]([C@:11]4([CH3:36])[C@@H:16]([CH2:17][CH2:18]3)[C:15]([CH3:21])([CH3:22])[C:14]([C:23]3[CH:24]=[CH:25][C:26]([C:27]([OH:29])=[O:28])=[CH:34][CH:35]=3)=[CH:13][CH2:12]4)[CH2:9][CH2:8][C@@H:7]1[C@H:6]1[C@H:37]([C:40]([CH3:42])=[CH2:41])[CH2:38][CH2:39][C@:5]1([CH2:43][NH:44][CH2:45][CH2:46][C:47]1[CH:52]=[CH:51][CH:50]=[CH:49][N:48]=1)[CH2:4][CH2:3]2. Reaction conditions: time 3.5 hour. Starting materials: C[C@]12CC[C@@]3([C@@H]([C@H]2CC[C@@H]2[C@]4(CC=C(C([C@@H]4CC[C@@]12C)(C)C)C1=CC=C(C(=O)OC(C)(C)C)C=C1)C)[C@@H](CC3)C(=C)C)CNCCC3=NC=CC=C3 (tert-butyl 4-((1R,3aS,5aR,5bR,7aR,11aS,11bR,13aR,13bR)-5a,5b,8,8,11a-pentamethyl-1-(prop-1-en-2-yl)-3a-((2-(pyridin-2-yl)ethylamino)methyl)-2,3,3a,4,5,5a,5b,6,7,7a,8,11,11a,11b,12,13,13a,13b-octadecahydro-1H-cyclopenta[a]chrysen-9-yl)benzoate), C(=O)(C(F)(F)F)O (TFA). Procedure details: To a solution of tert-butyl 4-((1R,3aS,5aR,5bR,7aR,11aS,11bR,13aR,13bR)-5a,5b,8,8,11a-pentamethyl-1-(prop-1-en-2-yl)-3a-((2-(pyridin-2-yl)ethylamino)methyl)-2,3,3a,4,5,5a,5b,6,7,7a,8,11,11a,11b,12,13,13a,13b-octadecahydro-1H-cyclopenta[a]chrysen-9-yl)benzoate (0.119 g, 0.127 mmol) in DCM (1 ml) was added TFA (0.4 ml, 5.19 mmol). The mixture was stirred at rt for 3.5 h and the mixture was concentrated under reduced pressure. The residue was purified by prep. HPLC. The fractions containing the exp... The solvent is C(Cl)Cl (DCM). Starting materials: CCO, COCCOC, CO, Cc1ccc(C(=O)NC2CC2)cc1-c1cc2cnnc(Cl)c2s1, COc1c(F)cccc1B(O)O, [Na+], [Na+], O=C([O-])[O-], O, Cl[Pd]Cl, c1ccc(P(c2ccccc2)c2ccccc2)cc1, c1ccc(P(c2ccccc2)c2ccccc2)cc1. The product is COc1c(F)cccc1-c1nncc2cc(-c3cc(C(=O)NC4CC4)ccc3C)sc12. Reaction SMILES: [CH3:42][CH2:43][OH:44].[CH3:45][O:46][CH2:47][CH2:48][O:49][CH3:50].[CH3:51][OH:52].[Cl:1][c:2]1[n:3][n:4][cH:5][c:6]2[c:7]1[s:8][c:9](-[c:11]1[cH:12][c:13]([C:14](=[O:15])[NH:16][CH:17]3[CH2:18][CH2:19]3)[cH:20][cH:21][c:22]1[CH3:23])[cH:10]2.[F:24][c:25]1[c:26]([O:34][CH3:35])[c:27]([B:31]([OH:32])[OH:33])[cH:28][cH:29][cH:30]1.[Na+:36].[Na+:37].[O-:38][C:39](=[O:40])[O-:41].[OH2:94].[Pd:53]([Cl:54])[Cl:55].[c:56]1([P:57]([c:58]2[cH:59][cH:60][cH:61][cH:62][cH:63]2)[c:64]2[cH:65][cH:66][cH:67][cH:68][cH:69]2)[cH:70][cH:71][cH:72][cH:73][cH:74]1.[c:75]1([P:76]([c:77]2[cH:78][cH:79][cH:80][cH:81][cH:82]2)[c:83]2[cH:84][cH:85][cH:86][cH:87][cH:88]2)[cH:89][cH:90][cH:91][cH:92][cH:93]1>>[c:2]1(-[c:27]2[c:26]([O:34][CH3:35])[c:25]([F:24])[cH:30][cH:29][cH:28]2)[n:3][n:4][cH:5][c:6]2[c:7]1[s:8][c:9](-[c:11]1[cH:12][c:13]([C:14](=[O:15])[NH:16][CH:17]3[CH2:18][CH2:19]3)[cH:20][cH:21][c:22]1[CH3:23])[cH:10]2. Reactants: [Al+3], C1CCOC1, CCOC(C)=O, [H-], [H-], [H-], [H-], [Li+], CN(C)CCC1(CC(=O)SCCCS)c2ccccc2CCc2ccccc21. Yields the product CN(C)CCC1(CCO)c2ccccc2CCc2ccccc21. RXN SMILES: [Al+3:30].[CH2:35]1[O:36][CH2:37][CH2:38][CH2:39]1.[CH3:40][CH2:41][O:42][C:43](=[O:44])[CH3:45].[H-:29].[H-:32].[H-:33].[H-:34].[Li+:31].[SH:1][CH2:2][CH2:3][CH2:4][S:5][C:6]([CH2:7][C:8]1([CH2:23][CH2:24][N:25]([CH3:26])[CH3:27])[c:9]2[c:10]([cH:19][cH:20][cH:21][cH:22]2)[CH2:11][CH2:12][c:13]2[c:14]1[cH:15][cH:16][cH:17][cH:18]2)=[O:28]>>[CH2:6]([CH2:7][C:8]1([CH2:23][CH2:24][N:25]([CH3:26])[CH3:27])[c:9]2[c:10]([cH:19][cH:20][cH:21][cH:22]2)[CH2:11][CH2:12][c:13]2[c:14]1[cH:15][cH:16][cH:17][cH:18]2)[OH:28]. Starting materials: BrC=1C(=NC=NC1N1CCC(CC1)C=1N(C=C(N1)C1=CC(=C(C=C1)F)C(F)(F)F)C)N (5-Bromo-6-{4-[4-(4-fluoro-3-trifluoromethyl-phenyl)-1-methyl-1H-imidazol-2-yl]-piperidin-1-yl}-pyrimidin-4-ylamine), FC(C=1C=C(C=CC1)C=1N=C(NC1)C1CCNCC1)(F)F (4-[4-(3-trifluoromethyl-phenyl)-1H-imidazol-2-yl]-piperidine). The product is BrC=1C(=NC=NC1N1CCC(CC1)C=1NC=C(N1)C1=CC(=CC=C1)C(F)(F)F)N (5-Bromo-6-{4-[4-(3-trifluoromethyl-phenyl)-1H-imidazol-2-yl]-piperidin-1-yl}-pyrimidin-4-ylamine). RXN SMILES: [Br:1][C:2]1[C:3]([NH2:31])=[N:4][CH:5]=[N:6][C:7]=1[N:8]1[CH2:13][CH2:12][CH:11]([C:14]2[N:15](C)[CH:16]=[C:17]([C:19]3[CH:24]=[CH:23][C:22](F)=[C:21]([C:26]([F:29])([F:28])[F:27])[CH:20]=3)[N:18]=2)[CH2:10][CH2:9]1.FC(F)(F)C1C=C(C2N=C(C3CCNCC3)NC=2)C=CC=1>>[Br:1][C:2]1[C:3]([NH2:31])=[N:4][CH:5]=[N:6][C:7]=1[N:8]1[CH2:13][CH2:12][CH:11]([C:14]2[NH:15][CH:16]=[C:17]([C:19]3[CH:24]=[CH:23][CH:22]=[C:21]([C:26]([F:29])([F:28])[F:27])[CH:20]=3)[N:18]=2)[CH2:10][CH2:9]1. Reported procedure: The title compound was prepared in an analogous manner as 5-Bromo-6-{4-[4-(4-fluoro-3-trifluoromethyl-phenyl)-1-methyl-1H-imidazol-2-yl]-piperidin-1-yl}-pyrimidin-4-ylamine using 4-[4-(3-trifluoromethyl-phenyl)-1H-imidazol-2-yl]-piperidine instead of 4-[4-(4-fluoro-3-trifluoromethyl-phenyl)-1-methyl-1h-imidazol-2-yl]-piperidine. LC-MS: (M+1=467, obsd.=467). Reactants: OCCn1cc2c(n1)CCc1c-2sc2ncnc(Nc3ccc(OCc4cccc(F)c4)c(Cl)c3)c12, NS(=O)(=O)Cl. Product: NS(=O)(=O)OCCn1cc2c(n1)CCc1c-2sc2ncnc(Nc3ccc(OCc4cccc(F)c4)c(Cl)c3)c12. As a reaction SMILES: [Cl:1][c:2]1[cH:3][c:4]([NH:17][c:18]2[n:19][cH:20][n:21][c:22]3[c:23]2[c:24]2[c:25]([s:36]3)-[c:26]3[cH:27][n:28]([CH2:33][CH2:34][OH:35])[n:29][c:30]3[CH2:31][CH2:32]2)[cH:5][cH:6][c:7]1[O:8][CH2:9][c:10]1[cH:11][c:12]([F:16])[cH:13][cH:14][cH:15]1.[Cl:37][S:38](=[O:39])(=[O:40])[NH2:41]>>[Cl:1][c:2]1[cH:3][c:4]([NH:17][c:18]2[n:19][cH:20][n:21][c:22]3[c:23]2[c:24]2[c:25]([s:36]3)-[c:26]3[cH:27][n:28]([CH2:33][CH2:34][O:35][S:38](=[O:39])(=[O:40])[NH2:41])[n:29][c:30]3[CH2:31][CH2:32]2)[cH:5][cH:6][c:7]1[O:8][CH2:9][c:10]1[cH:11][c:12]([F:16])[cH:13][cH:14][cH:15]1.